Task: describe an organic reaction: reactants, conditions, products, and yield. Dataset: the Open Reaction Database (ORD), a public repository of structured organic reaction records Reaction SMILES: C(O[C:6]([N:8]1[CH2:13][CH2:12][CH:11]([O:14][C:15]2[CH:20]=[CH:19][C:18]([N+:21]([O-])=O)=[C:17]([O:24][CH3:25])[CH:16]=2)[CH2:10][CH2:9]1)=O)(C)(C)C.COC1C=C(C=CC=1[N+]([O-])=O)OC1CCNCC1.FC(F)(F)C(O)=O.C=O.COC1C=C(C=CC=1[N+]([O-])=O)OC1CCN(C)CC1.COC1C=C(OC2CCN(C)CC2)C=CC=1N.CS([C:92]1[N:97]=[CH:96][C:95]2=[CH:98][CH:99]=[C:100]([C:101]3[CH:106]=[CH:105][CH:104]=[CH:103][C:102]=3[O:107][CH3:108])[N:94]2[N:93]=1)=O>>[CH3:25][O:24][C:17]1[CH:16]=[C:15]([O:14][CH:11]2[CH2:10][CH2:9][N:8]([CH3:6])[CH2:13][CH2:12]2)[CH:20]=[CH:19][C:18]=1[NH:21][C:92]1[N:97]=[CH:96][C:95]2=[CH:98][CH:99]=[C:100]([C:101]3[CH:106]=[CH:105][CH:104]=[CH:103][C:102]=3[O:107][CH3:108])[N:94]2[N:93]=1. Reactants: C(C)(C)(C)OC(=O)N1CCC(CC1)OC1=CC(=C(C=C1)[N+](=O)[O-])OC (4-(3-Methoxy-4-nitro-phenoxy)-piperidine-1-carboxylic acid tert-butyl ester), C=O (formaldehyde), 232a, 251b, CS(=O)C1=NN2C(C=N1)=CC=C2C2=C(C=CC=C2)OC (2-Methanesulfinyl-7-(2-methoxy-phenyl)-pyrrolo[2,1-f][1,2,4]triazine), COC1=C(C=CC(=C1)OC1CCN(CC1)C)N (2-Methoxy-4-(1-methyl-piperidin-4-yloxy)-phenylamine), COC=1C=C(OC2CCNCC2)C=CC1[N+](=O)[O-] (4-(3-Methoxy-4-nitro-phenoxy)-piperidine), FC(C(=O)O)(F)F (trifluoroacetic acid), COC=1C=C(OC2CCN(CC2)C)C=CC1[N+](=O)[O-] (4-(3-Methoxy-4-nitro-phenoxy)-1-methyl-piperidine). The product is COC1=C(C=CC(=C1)OC1CCN(CC1)C)NC1=NN2C(C=N1)=CC=C2C2=C(C=CC=C2)OC ([2-Methoxy-4-(1-methyl-piperidin-4-yloxy)-phenyl]-[7-(2-methoxy-phenyl)-pyrrolo[2,1-f][1,2,4]triazin-2-yl]-amine). Procedure details: Following a procedure analogous to Example 45, 4-(3-Methoxy-4-nitro-phenoxy)-piperidine-1-carboxylic acid tert-butyl ester (2.9 g) was converted to 4-(3-Methoxy-4-nitro-phenoxy)-piperidine as the trifluoroacetic acid salt (3.0 grams) which was converted, using a procedure analogous to 232a, with formaldehyde to 4-(3-Methoxy-4-nitro-phenoxy)-1-methyl-piperidine (76%), which was converted to 2-Methoxy-4-(1-methyl-piperidin-4-yloxy)-phenylamine (100%) using a procedure analogous to 251b, which was ... The yield is 16.3%. The reactants are Cc1nnn[nH]1, ON=CC1CCCCC1, [Cl-], O=C1CCC(=O)N1Cl, ClCCl, [NH4+], CN(C)C=O. Product: Cc1nnnn1C(=NO)C1CCCCC1. Reaction SMILES: [CH3:20][c:21]1[n:22][n:23][n:24][nH:25]1.[CH:1]1([CH:7]=[N:8][OH:9])[CH2:2][CH2:3][CH2:4][CH2:5][CH2:6]1.[Cl-:18].[Cl:10][N:11]1[C:12](=[O:13])[CH2:14][CH2:15][C:16]1=[O:17].[Cl:31][CH2:32][Cl:33].[NH4+:19].[O:26]=[CH:27][N:28]([CH3:29])[CH3:30]>>[CH:1]1([C:7](=[N:8][OH:9])[n:25]2[c:21]([CH3:20])[n:22][n:23][n:24]2)[CH2:2][CH2:3][CH2:4][CH2:5][CH2:6]1. Reactants: BrC=1C=CC2=C(CN(CCO2)C(=O)OC(C)(C)C)C1 (tert-butyl 7-bromo-2,3-dihydro-1,4-benzoxazepine-4(5H)-carboxylate), O (water), CC1=C(C=CC=C1)B(O)O (2-methylphenylboronic acid). Reagents/catalysts: C=1C=CC(=CC1)[P](C=2C=CC=CC2)(C=3C=CC=CC3)[Pd]([P](C=4C=CC=CC4)(C=5C=CC=CC5)C=6C=CC=CC6)([P](C=7C=CC=CC7)(C=8C=CC=CC8)C=9C=CC=CC9)[P](C=1C=CC=CC1)(C=1C=CC=CC1)C=1C=CC=CC1 (tetrakis(triphenylphosphine)palladium(0)). Run in C(C)O (ethanol), C([O-])([O-])=O.[Na+].[Na+] (sodium carbonate), C1(=CC=CC=C1)C (toluene). The product is CC1=C(C=CC=C1)C=1C=CC2=C(CN(CCO2)C(=O)OC(C)(C)C)C1 (tert-butyl 7-(2-methylphenyl)-2,3-dihydro-1,4-benzoxazepine-4(5H)-carboxylate). Isolated yield 96.8%. RXN SMILES: Br[C:2]1[CH:3]=[CH:4][C:5]2[O:11][CH2:10][CH2:9][N:8]([C:12]([O:14][C:15]([CH3:18])([CH3:17])[CH3:16])=[O:13])[CH2:7][C:6]=2[CH:19]=1.[CH3:20][C:21]1[CH:26]=[CH:25][CH:24]=[CH:23][C:22]=1B(O)O.O>C(O)C.C(=O)([O-])[O-].[Na+].[Na+].C1(C)C=CC=CC=1.C1C=CC([P]([Pd]([P](C2C=CC=CC=2)(C2C=CC=CC=2)C2C=CC=CC=2)([P](C2C=CC=CC=2)(C2C=CC=CC=2)C2C=CC=CC=2)[P](C2C=CC=CC=2)(C2C=CC=CC=2)C2C=CC=CC=2)(C2C=CC=CC=2)C2C=CC=CC=2)=CC=1>[CH3:20][C:21]1[CH:26]=[CH:25][CH:24]=[CH:23][C:22]=1[C:2]1[CH:3]=[CH:4][C:5]2[O:11][CH2:10][CH2:9][N:8]([C:12]([O:14][C:15]([CH3:18])([CH3:17])[CH3:16])=[O:13])[CH2:7][C:6]=2[CH:19]=1 |f:4.5.6,^1:50,52,71,90|. Procedure details: A mixture of tert-butyl 7-bromo-2,3-dihydro-1,4-benzoxazepine-4(5H)-carboxylate (200 mg, 0.609 mmol), a solution of 2-methylphenylboronic acid (124 mg, 0.912 mmol) in ethanol (0.7 ml), 2N aqueous sodium carbonate solution (2.5 ml), and tetrakis(triphenylphosphine)palladium(0) (84.2 mg, 0.0729 mmol) in toluene (5 ml) was stirred under a nitrogen atmosphere at 95° C. for 12 hr. The reaction mixture was poured into water, and the mixture was extracted with ethyl acetate. The extract was washed with...